Task: describe an organic reaction: reactants, conditions, products, and yield. Dataset: the Open Reaction Database (ORD), a public repository of structured organic reaction records Starting materials: C1=C[C@@H]([C@H]([C@H]([C@@H]1O)O)O)O (conduritol A), ClC1=CC(=CC=C1)C(=O)OO (m-chloroperbenzoic acid), resultant mixture. Run in CO (methanol). Run at temperature -20 celsius. The product is [C@H]1([C@@H]([C@H]([C@@H]2[C@H]([C@H]1O)O2)O)O)O (conduritol A epoxide). The yield is 45.1%. As a reaction SMILES: [CH:1]1[C@@H:6]([OH:7])[C@H:5]([OH:8])[C@H:4]([OH:9])[C@@H:3]([OH:10])[CH:2]=1.ClC1C=CC=C(C(OO)=[O:19])C=1>CO>[C@H:5]1([OH:8])[C@H:6]([OH:7])[C@@H:1]2[O:19][C@@H:2]2[C@H:3]([OH:10])[C@H:4]1[OH:9]. Reported procedure: 800 mg of conduritol A and 1,448 mg of m-chloroperbenzoic acid were dissolved in 120 ml of methanol and the resultant mixture was stirred at room temperature for 4 days. Then, methanol was evaporated and the remaining residue was washed thrice with 80 ml of ether to remove chlorine compounds. Ether was removed off and the residue was then dissolved in as small amount of ethanol as possible, and allowed to crystallize by cooling to -20° C. The crystals were filtered with No. 2 filter paper and dr...